From a dataset of the Open Reaction Database (ORD), a public repository of structured organic reaction records. describe an organic reaction: reactants, conditions, products, and yield The reactants are C(=C)C1=CC=2C(=C3C=CC=NC3=C(N2)N)C=C1 (8-vinylbenzo[f][1,7]naphthyridin-5-amine). Reagents/catalysts: [Pd] (Pd/C). Solvent: CCO (EtOH), C(Cl)Cl (DCM). Reaction conditions: time 8 hour. Yields the product C(C)C1=CC=2C(=C3C=CC=NC3=C(N2)N)C=C1 (8-ethylbenzo[f][1,7]naphthyridin-5-amine). Reaction SMILES: [CH:1]([C:3]1[CH:17]=[CH:16][C:6]2=[C:7]3[C:12](=[C:13]([NH2:15])[N:14]=[C:5]2[CH:4]=1)[N:11]=[CH:10][CH:9]=[CH:8]3)=[CH2:2]>CCO.C(Cl)Cl.[Pd]>[CH2:1]([C:3]1[CH:17]=[CH:16][C:6]2=[C:7]3[C:12](=[C:13]([NH2:15])[N:14]=[C:5]2[CH:4]=1)[N:11]=[CH:10][CH:9]=[CH:8]3)[CH3:2]. Reported procedure: A mixture of 8-vinylbenzo[f][1,7]naphthyridin-5-amine (1.0 eq) (from Example 91) and Pd/C (wet, 10% wt) in EtOH was stirred under H2 balloon overnight. The reaction mixture was diluted with DCM. The Pd/C was filtered off through celite, and the filtrate was concentrated en vacuo to obtain a crude residue. The crude material was purified by flash chromatography on a COMBIFLASH® system (ISCO) using 0-60% EtOAc/Hexanes to give 8-ethylbenzo[f][1,7]naphthyridin-5-amine as a white foam: 1H NMR (aceton... Reactants: CC(C)(C)O, Cn1ccc2cccc(CC#N)c21, [K+], [OH-], O. Product: Cn1ccc2cccc(CC(N)=O)c21. Reaction SMILES: [CH3:17][C:18]([OH:19])([CH3:20])[CH3:21].[CH3:1][n:2]1[cH:3][cH:4][c:5]2[cH:6][cH:7][cH:8][c:9]([CH2:11][C:12]#[N:13])[c:10]12.[K+:15].[OH-:14].[OH2:16]>>[CH3:1][n:2]1[cH:3][cH:4][c:5]2[cH:6][cH:7][cH:8][c:9]([CH2:11][C:12]([NH2:13])=[O:14])[c:10]12. Starting materials: C(C)NC(=O)NC1=CC=C(C=C1)C=1N=C(C2=C(N1)CNCC2)N2[C@H](COCC2)C ((S)-1-ethyl-3-(4-(4-(3-methylmorpholino)-5,6,7,8-tetrahydropyrido[3,4-d]pyrimidin-2-yl)phenyl)urea), CN(C=O)C (N,N-Dimethylformamide), O1CCC(CC1)C=O (tetrahydro-2H-pyran-4-carbaldehyde), C(C)(=O)O[BH-](OC(C)=O)OC(C)=O.[Na+] (Sodium triacetoxyborohydride). Run at temperature 50 celsius, time 15 minute. Yields the product C(C)NC(=O)NC1=CC=C(C=C1)C=1N=C(C2=C(N1)CN(CC2)CC2CCOCC2)N2[C@H](COCC2)C ((S)-1-ethyl-3-(4-(4-(3-methylmorpholino)-7-((tetrahydro-2H-pyran-4-yl)methyl)-5,6,7,8-tetrahydropyrido[3,4-d]pyrimidin-2-yl)phenyl)urea). As a reaction SMILES: [CH2:1]([NH:3][C:4]([NH:6][C:7]1[CH:12]=[CH:11][C:10]([C:13]2[N:14]=[C:15]([N:23]3[CH2:28][CH2:27][O:26][CH2:25][C@@H:24]3[CH3:29])[C:16]3[CH2:22][CH2:21][NH:20][CH2:19][C:17]=3[N:18]=2)=[CH:9][CH:8]=1)=[O:5])[CH3:2].CN(C)C=O.[O:35]1[CH2:40][CH2:39][CH:38]([CH:41]=O)[CH2:37][CH2:36]1.C(O[BH-](OC(=O)C)OC(=O)C)(=O)C.[Na+]>>[CH2:1]([NH:3][C:4]([NH:6][C:7]1[CH:8]=[CH:9][C:10]([C:13]2[N:14]=[C:15]([N:23]3[CH2:28][CH2:27][O:26][CH2:25][C@@H:24]3[CH3:29])[C:16]3[CH2:22][CH2:21][N:20]([CH2:41][CH:38]4[CH2:39][CH2:40][O:35][CH2:36][CH2:37]4)[CH2:19][C:17]=3[N:18]=2)=[CH:11][CH:12]=1)=[O:5])[CH3:2] |f:3.4|. Reported procedure: (S)-1-ethyl-3-(4-(4-(3-methylmorpholino)-5,6,7,8-tetrahydropyrido[3,4-d]pyrimidin-2-yl)phenyl)urea (0.100 g, 0.252 mmol) in dry N,N-Dimethylformamide (1.00 mL, 12.9 mmol) at 0° C. was added tetrahydro-2H-pyran-4-carbaldehyde (0.02752 mL, 0.2522 mmol). The reaction mixture was stirred at 50° C. for 15 minutes then cooled at 0° C. and added Sodium triacetoxyborohydride (0.1069 g, 0.5044 mmol). The reaction mixture was allowed to warm slowly to room temperature and stirred for 2 hours. LC-MS shows ... Starting materials: OC1=CC=C(C=C1)SC=1C(=CN2C=CC=CC12)C(C)C (1-[(4-hydroxyphenyl)thio]-2-isopropylindolizine), C([O-])([O-])=O.[K+].[K+] (potassium carbonate), ClC(CC)N(CCCC)CCCC (1-chloro-di-n-butylamino-propane), O (water). Run in CS(=O)C (dimethylsulphoxide). Run at time 24 hour. The product is C(C(=O)O)(=O)O.C(CCC)N(CCCOC1=CC=C(C=C1)SC=1C(=CN2C=CC=CC12)C(C)C)CCCC (1-{4-[3-(Di-n-butylamino)propyloxy]phenylthio}-2-isopropylindolizine oxalate). Reaction SMILES: [OH:1][C:2]1[CH:7]=[CH:6][C:5]([S:8][C:9]2[C:10]([CH:18]([CH3:20])[CH3:19])=[CH:11][N:12]3[C:17]=2[CH:16]=[CH:15][CH:14]=[CH:13]3)=[CH:4][CH:3]=1.[C:21](=[O:24])([O-:23])[O-].[K+].[K+].Cl[CH:28]([N:31]([CH2:36][CH2:37][CH2:38][CH3:39])[CH2:32][CH2:33][CH2:34][CH3:35])[CH2:29][CH3:30].[OH2:40]>CS(C)=O>[C:2]([OH:1])(=[O:40])[C:21]([OH:23])=[O:24].[CH2:36]([N:31]([CH2:32][CH2:33][CH2:34][CH3:35])[CH2:28][CH2:29][CH2:30][O:1][C:2]1[CH:3]=[CH:4][C:5]([S:8][C:9]2[C:10]([CH:18]([CH3:20])[CH3:19])=[CH:11][N:12]3[C:17]=2[CH:16]=[CH:15][CH:14]=[CH:13]3)=[CH:6][CH:7]=1)[CH2:37][CH2:38][CH3:39] |f:1.2.3,7.8|. Procedure: Into a solution of 0.01 mol of 1-[(4-hydroxyphenyl)thio]-2-isopropylindolizine in 80 ml of dimethylsulphoxide, there were added 5 g of anhydrous potassium carbonate and 0.015 mol of 1-chloro-di-n-butylamino-propane. The reaction medium was maintained under stirring for 24 hours and then poured into 500 ml of water. The solution was extracted with diethyl ether and the organic phase was washed with water, dried on sodium sulphate, filtered and evaporated to dryness to obtain the desired product i... Reactants: CN, CCO, O=C1c2ccccc2C(=O)N1Cc1ccc(OCc2nc(C3CCCCN3S(=O)(=O)c3nc4ccccc4[nH]3)no2)cc1. Yields the product NCc1ccc(OCc2nc(C3CCCCN3S(=O)(=O)c3nc4ccccc4[nH]3)no2)cc1. RXN SMILES: [CH3:44][NH2:45].[CH3:46][CH2:47][OH:48].[nH:1]1[c:2]([S:10](=[O:11])(=[O:12])[N:13]2[CH:14]([c:19]3[n:20][o:21][c:22]([CH2:24][O:25][c:26]4[cH:27][cH:28][c:29]([CH2:30][N:31]5[C:32](=[O:33])[c:34]6[c:35]([cH:36][cH:37][cH:38][cH:39]6)[C:40]5=[O:41])[cH:42][cH:43]4)[n:23]3)[CH2:15][CH2:16][CH2:17][CH2:18]2)[n:3][c:4]2[c:5]1[cH:6][cH:7][cH:8][cH:9]2>>[nH:1]1[c:2]([S:10](=[O:11])(=[O:12])[N:13]2[CH:14]([c:19]3[n:20][o:21][c:22]([CH2:24][O:25][c:26]4[cH:27][cH:28][c:29]([CH2:30][NH2:31])[cH:42][cH:43]4)[n:23]3)[CH2:15][CH2:16][CH2:17][CH2:18]2)[n:3][c:4]2[c:5]1[cH:6][cH:7][cH:8][cH:9]2. Starting materials: C(C)(C)N(CC)C(C)C (Diisopropylethylamine), FC(C(=O)NCC(=O)O)(F)F (N-Trifluoroacetylglycine), O-(N-succimidyl)-N,N,N′,N′-tetramethyluronium tetrafluoroborate, NC[C@]1([C@H](C[C@@H](O1)N1C(=O)NC(=O)C(C)=C1)O)CO (4′-C-Aminomethylthymidine). The solvent is CN(C=O)C (N,N-dimethylformamide). Product: FC(C(=O)NCC(=O)NC[C@]1([C@H](C[C@@H](O1)N1C(=O)NC(=O)C(C)=C1)O)CO)(F)F (4′-C-(N-trifluoroacetylglycylaminomethyl)thymidine). As a reaction SMILES: [NH2:1][CH2:2][C@:3]1([CH2:18][OH:19])[O:7][C@@H:6]([N:8]2[CH:16]=[C:14]([CH3:15])[C:12](=[O:13])[NH:11][C:9]2=[O:10])[CH2:5][C@@H:4]1[OH:17].[F:20][C:21]([F:30])([F:29])[C:22]([NH:24][CH2:25][C:26](O)=[O:27])=[O:23].C(N(C(C)C)CC)(C)C>CN(C)C=O>[F:20][C:21]([F:30])([F:29])[C:22]([NH:24][CH2:25][C:26]([NH:1][CH2:2][C@:3]1([CH2:18][OH:19])[O:7][C@@H:6]([N:8]2[CH:16]=[C:14]([CH3:15])[C:12](=[O:13])[NH:11][C:9]2=[O:10])[CH2:5][C@@H:4]1[OH:17])=[O:27])=[O:23]. Procedure details: 4′-C-Aminomethylthymidine (4) (0.14 mmol) was dissolved in anhydrous N,N-dimethylformamide (1 mL). N-Trifluoroacetylglycine (0.036 g, 0.21 mmol) and O-(N-succimidyl)-N,N,N′,N′-tetramethyluronium tetrafluoroborate [TSTU] (0.085, 0.28 mmol) were then added and the solution stirred at ambient temperature. Diisopropylethylamine (0.036 g, 0.28 mmol, 0.05 mL) was then added dropwise to the solution with stirring. After 12 hours the solvent was removed under vacuum and the residue redissolved in dichlo...